Dataset: the Open Reaction Database (ORD), a public repository of structured organic reaction records. Task: describe an organic reaction: reactants, conditions, products, and yield Reactants: [K+], O=[Mn](=O)(=O)[O-], [Na+], [Na+], O, O=S([O-])[O-], C=C(c1ccccc1)c1cccc(C(C)C(=O)O)c1, c1ccccc1. Product: CC(C(=O)O)c1cccc(C(=O)c2ccccc2)c1. Reaction SMILES: [K+:26].[Mn:21](=[O:22])([O-:23])(=[O:24])=[O:25].[Na+:31].[Na+:32].[OH2:20].[S:27]([O-:28])([O-:29])=[O:30].[c:1]1([C:7](=[CH2:8])[c:9]2[cH:10][c:11]([CH:15]([C:16](=[O:17])[OH:18])[CH3:19])[cH:12][cH:13][cH:14]2)[cH:2][cH:3][cH:4][cH:5][cH:6]1.[cH:33]1[cH:34][cH:35][cH:36][cH:37][cH:38]1>>[c:1]1([C:7]([c:9]2[cH:10][c:11]([CH:15]([C:16](=[O:17])[OH:18])[CH3:19])[cH:12][cH:13][cH:14]2)=[O:22])[cH:2][cH:3][cH:4][cH:5][cH:6]1. As a reaction SMILES: [Br:1][c:2]1[c:3]([NH2:9])[n:4][c:5]([Cl:8])[n:6][cH:7]1.[CH2:17]([Sn:18]([CH2:19][CH2:20][CH2:21][CH3:27])([CH:22]=[CH:23][O:24][CH2:25][CH3:26])[CH2:28][CH2:29][CH2:30][CH3:31])[CH2:32][CH2:33][CH3:34].[CH3:10][c:11]1[cH:12][cH:13][cH:14][cH:15][cH:16]1.[CH3:35][CH2:36][O:37][C:38](=[O:39])[CH3:40].[cH:41]1[cH:42][cH:43][c:44]([P:45]([Pd:46]([P:47]([c:48]2[cH:49][cH:50][cH:51][cH:52][cH:53]2)([c:54]2[cH:55][cH:56][cH:57][cH:58][cH:59]2)[c:60]2[cH:61][cH:62][cH:63][cH:64][cH:65]2)([P:66]([c:67]2[cH:68][cH:69][cH:70][cH:71][cH:72]2)([c:73]2[cH:74][cH:75][cH:76][cH:77][cH:78]2)[c:79]2[cH:80][cH:81][cH:82][cH:83][cH:84]2)[P:85]([c:86]2[cH:87][cH:88][cH:89][cH:90][cH:91]2)([c:92]2[cH:93][cH:94][cH:95][cH:96][cH:97]2)[c:98]2[cH:99][cH:100][cH:101][cH:102][cH:103]2)([c:104]2[cH:105][cH:106][cH:107][cH:108][cH:109]2)[c:110]2[cH:111][cH:112][cH:113][cH:114][cH:115]2)[cH:116][cH:117]1>>[c:2]1([CH:22]=[CH:23][O:24][CH2:25][CH3:26])[c:3]([NH2:9])[n:4][c:5]([Cl:8])[n:6][cH:7]1. Reactants: Nc1nc(Cl)ncc1Br, CCCC[Sn](C=COCC)(CCCC)CCCC, Cc1ccccc1, CCOC(C)=O, c1ccc(P(c2ccccc2)(c2ccccc2)[Pd](P(c2ccccc2)(c2ccccc2)c2ccccc2)(P(c2ccccc2)(c2ccccc2)c2ccccc2)P(c2ccccc2)(c2ccccc2)c2ccccc2)cc1. The product is CCOC=Cc1cnc(Cl)nc1N. Reactants: CC(C)(C#N)c1ccc(Br)cc1, C[Si](C)(C)[O-], Cc1ccccc1, [K+], O. Yields the product CC(C)(C(N)=O)c1ccc(Br)cc1. Reaction SMILES: [Br:7][c:8]1[cH:9][cH:10][c:11]([C:14]([CH3:15])([CH3:16])[C:17]#[N:18])[cH:12][cH:13]1.[CH3:1][Si:2]([CH3:3])([CH3:4])[O-:5].[CH3:20][c:21]1[cH:22][cH:23][cH:24][cH:25][cH:26]1.[K+:6].[OH2:19]>>[Br:7][c:8]1[cH:9][cH:10][c:11]([C:14]([CH3:15])([CH3:16])[C:17]([NH2:18])=[O:19])[cH:12][cH:13]1. Starting materials: NC1=C(C=C(C=C1Cl)S(=O)(=O)NC(C(=O)N1CCC(CC1)C)CC1=CC(=C(C=C1)N)[N+](=O)[O-])Cl (4-amino-N-[1-((4-amino-3-nitro-phenyl)methyl)-2-(4-methyl-piperidin-1-yl)-2-oxo-ethyl]-3,5-dichloro-benzenesulphonamide), C(=O)O (formic acid). The reagents and catalysts are [Pd] (palladium/charcoal). Reaction conditions: temperature 50 celsius, time 80 minute. Product: NC1=C(C=C(C=C1Cl)S(=O)(=O)NC(C(=O)N1CCC(CC1)C)CC1=CC2=C(NC=N2)C=C1)Cl (4-Amino-N-[1-(1H-benzimidazol-5-yl-methyl)-2-(4-methyl -piperidin-1-yl)-2-oxo-ethyl]-3,5-dichloro-benzenesulphonamide). RXN SMILES: [NH2:1][C:2]1[C:7]([Cl:8])=[CH:6][C:5]([S:9]([NH:12][CH:13]([CH2:23][C:24]2[CH:29]=[CH:28][C:27]([NH2:30])=[C:26]([N+:31]([O-])=O)[CH:25]=2)[C:14]([N:16]2[CH2:21][CH2:20][CH:19]([CH3:22])[CH2:18][CH2:17]2)=[O:15])(=[O:11])=[O:10])=[CH:4][C:3]=1[Cl:34].[CH:35](O)=O>[Pd]>[NH2:1][C:2]1[C:7]([Cl:8])=[CH:6][C:5]([S:9]([NH:12][CH:13]([CH2:23][C:24]2[CH:29]=[CH:28][C:27]3[NH:30][CH:35]=[N:31][C:26]=3[CH:25]=2)[C:14]([N:16]2[CH2:21][CH2:20][CH:19]([CH3:22])[CH2:18][CH2:17]2)=[O:15])(=[O:11])=[O:10])=[CH:4][C:3]=1[Cl:34]. Procedure details: 1.06 g (2 mMol) of 4-amino-N-[1-((4-amino-3-nitro-phenyl)methyl)-2-(4-methyl-piperidin-1-yl)-2-oxo-ethyl]-3,5-dichloro-benzenesulphonamide are suspended in 20 ml of formic acid and hydrogenated, with the addition of 0.1 g palladium/charcoal, in an autoclave under a hydrogen pressure of 5 bar at ambient temperature for 80 minutes. Then the catalyst is filtered off and the filtrate is heated to 50° C. for 2 hours. It is then concentrated by evaporation, mixed with 30 ml of water, made alkaline wit... Starting materials: COC(CCC(C1=CC=C(C=C1)C1=CC=C(C=C1)OC(F)(F)F)=O)=O (Methyl-4-oxo-4-[4′-(trifluoromethoxy)-1,1′-biphenyl-4-yl]butanoate), C(C=C)N (allylamine), [Cl-].[NH4+] (ammonium chloride), ice. The product is C(C=C)NC(CCC(C1=CC=C(C=C1)C1=CC=C(C=C1)OC(F)(F)F)=O)=O (N-Allyl-4-oxo-4-[4′-(trifluoromethoxy)-1,1′-biphenyl-4-yl]butanamide). Reaction SMILES: CO[C:3](=[O:25])[CH2:4][CH2:5][C:6](=[O:24])[C:7]1[CH:12]=[CH:11][C:10]([C:13]2[CH:18]=[CH:17][C:16]([O:19][C:20]([F:23])([F:22])[F:21])=[CH:15][CH:14]=2)=[CH:9][CH:8]=1.[CH2:26]([NH2:29])[CH:27]=[CH2:28].[Cl-].[NH4+]>>[CH2:26]([NH:29][C:3](=[O:25])[CH2:4][CH2:5][C:6](=[O:24])[C:7]1[CH:8]=[CH:9][C:10]([C:13]2[CH:14]=[CH:15][C:16]([O:19][C:20]([F:22])([F:23])[F:21])=[CH:17][CH:18]=2)=[CH:11][CH:12]=1)[CH:27]=[CH2:28] |f:2.3|. Procedure details: Methyl-4-oxo-4-[4′-(trifluoromethoxy)-1,1′-biphenyl-4-yl]butanoate (VIII-a-1) (18.2 g, 52 mmol) is treated with allylamine (41.6 g, 730 mmol) and ammonium chloride (1.8 g, 33 mmol) and heated under reflux for 6 h. For work-up, the mixture is poured into ice-cold aqueous HCl (2 M) and extracted with ethyl acetate. The combined organic phases are dried (Na2SO4) and concentrated. The crude product (17.7 g, content: 84.5%, HPLC, 100% method) is recrystallized from toluene. Starting materials: ClC=1N=C(C2=C(N1)SC(=N2)CN2CC(C2)N2CCOCC2)N2CCOCC2 (5-chloro-7-morpholin-4-yl-2-(3-morpholin-4-ylazetidin-1-ylmethyl)-thiazolo[5,4-d]pyrimidine), NC1=C(C=CC=C1)N (1,2-diaminobenzene), C=1C=CC(=CC1)P(C=2C=CC=CC2)C3=CC=C4C=CC=CC4=C3C5=C6C=CC=CC6=CC=C5P(C=7C=CC=CC7)C=8C=CC=CC8 (BINAP), C([O-])([O-])=O.[Cs+].[Cs+] (cesium carbonate). The reagents and catalysts are C(C)(=O)[O-].[Pd+2].C(C)(=O)[O-] (palladium acetate). Solvent: O1CCOCC1 (1,4-dioxane). Product: O1CCN(CC1)C=1C2=C(N=C(N1)NC=1C(=CC=CC1)N)SC(=N2)CN2CC(C2)N2CCOCC2 (N1-(7-morpholino-2-((3-morpholinoazetidin-1-yl)methyl)thiazolo[5,4-d]pyrimidin-5-yl)benzene-1,2-diamine). Yield: 48.1%. RXN SMILES: Cl[C:2]1[N:3]=[C:4]([N:22]2[CH2:27][CH2:26][O:25][CH2:24][CH2:23]2)[C:5]2[N:10]=[C:9]([CH2:11][N:12]3[CH2:15][CH:14]([N:16]4[CH2:21][CH2:20][O:19][CH2:18][CH2:17]4)[CH2:13]3)[S:8][C:6]=2[N:7]=1.[NH2:28][C:29]1[CH:34]=[CH:33][CH:32]=[CH:31][C:30]=1[NH2:35].C1C=CC(P(C2C(C3C(P(C4C=CC=CC=4)C4C=CC=CC=4)=CC=C4C=3C=CC=C4)=C3C(C=CC=C3)=CC=2)C2C=CC=CC=2)=CC=1.C(=O)([O-])[O-].[Cs+].[Cs+]>O1CCOCC1.C([O-])(=O)C.[Pd+2].C([O-])(=O)C>[O:25]1[CH2:26][CH2:27][N:22]([C:4]2[C:5]3[N:10]=[C:9]([CH2:11][N:12]4[CH2:15][CH:14]([N:16]5[CH2:21][CH2:20][O:19][CH2:18][CH2:17]5)[CH2:13]4)[S:8][C:6]=3[N:7]=[C:2]([NH:28][C:29]3[C:30]([NH2:35])=[CH:31][CH:32]=[CH:33][CH:34]=3)[N:3]=2)[CH2:23][CH2:24]1 |f:3.4.5,7.8.9|. Procedure details: A mixture of 5-chloro-7-morpholin-4-yl-2-(3-morpholin-4-ylazetidin-1-ylmethyl)-thiazolo[5,4-d]pyrimidine (500 mg, 1.22 mmol), 1,2-diaminobenzene (300 mg, 2.77 mmol), palladium acetate (80 mg, 0.36 mmol), BINAP (110 mg, 0.18 mmol) and cesium carbonate (600 mg, 1.84 mmol) in 1,4-dioxane (5 mL)) was purged with argon gas then subjected to microwave irradiation at 150° C. for 30 min. The reaction mixture was loaded onto an Isolute® SCX-2 cartridge (25 g), washed with MeOH before the desired product ... Starting materials: C(C)(C)(C)OC(=O)N1C(C1)C (N-tert-butoxycarbonyl-2-methylaziridine), FC=1C=C(C2=C(C=CO2)C1)Br (5-fluoro-7-bromobenzofuran), [Mg] (magnesium), BrCCBr (1,2-dibromoethane). Solvent: C(C)OCC (diethyl ether), O (water), C(C)(=O)OCC (ethyl acetate), C(C)OCC (diethyl ether). Conditions: temperature -10 celsius, time 2 hour. The product is C(C)(C)(C)OC(=O)NC(CC1=CC(=CC=2C=COC21)F)C (N-tert-butoxycarbonyl 1-(5-fluorobenzofur-7-yl)-2-aminopropane). The yield is 55.6%. Reaction SMILES: [F:1][C:2]1[CH:3]=[C:4](Br)[C:5]2[O:9][CH:8]=[CH:7][C:6]=2[CH:10]=1.[Mg].BrCCBr.[C:17]([O:21][C:22]([N:24]1[CH2:26][CH:25]1[CH3:27])=[O:23])([CH3:20])([CH3:19])[CH3:18]>C(OCC)C.O.C(OCC)(=O)C>[C:17]([O:21][C:22]([NH:24][CH:25]([CH3:27])[CH2:26][C:4]1[C:5]2[O:9][CH:8]=[CH:7][C:6]=2[CH:10]=[C:2]([F:1])[CH:3]=1)=[O:23])([CH3:20])([CH3:19])[CH3:18]. Procedure details: A mixture of 19 gm (88.8 mMol) 5-fluoro-7-bromobenzofuran and 4.7 gm (193.3 mMol) magnesium turnings in 300 mL diethyl ether was stirred at 40° C. while 7.6 mL (88.2 mMol) 1,2-dibromoethane were added dropwise over 15 minutes. Thirty minutes after the addition was complete, the reaction mixture was cooled to −10° C. To this cooled mixture were then added 6.76 gm (32.8 mMol) copper(I) bromide-dimethylsulfide complex all at once followed by the dropwise addition of 13 gm (82.8 mmol) of N-tert-buto... Run in CN(C)C=O (DMF). Procedure: 230 mg (0.77 mmol) of 4-(4-chlorobenzoyl)-1,3,4,5-tetrahydrobenzo[e][1,4]diazepin-2-on was dissolved in 5 ml of DMF. 37 mg (0.92 mmol) of sodium hydride was added to the obtained solution, and they were stirred at room temperature for 30 minutes. 196 mg (1.00 mmol) of 4-cyanobenzyl bromide was added to the obtained mixture, and they were stirred at room temperature for 4 hours. After the treatment with ethyl acetate as the extracting solvent by an ordinary method, the obtained crude product was ... Reaction conditions: time 30 minute. Starting materials: C(C)(=O)OCC (ethyl acetate), ClC1=CC=C(C(=O)N2CC(NC3=C(C2)C=CC=C3)=O)C=C1 (4-(4-chlorobenzoyl)-1,3,4,5-tetrahydrobenzo[e][1,4]diazepin-2-on), C(#N)C1=CC=C(CBr)C=C1 (4-cyanobenzyl bromide), [H-].[Na+] (sodium hydride). Product: ClC1=CC=C(C(=O)N2CC(N(C3=C(C2)C=CC=C3)CC3=CC=C(C=C3)C#N)=O)C=C1 (4-(4-chlorobenzoyl)-1-(4-cyanobenzyl)-1,3,4,5-tetrahydrobenzo[e][1,4]diazepin-2-on). Reaction SMILES: [Cl:1][C:2]1[CH:21]=[CH:20][C:5]([C:6]([N:8]2[CH2:14][C:13]3[CH:15]=[CH:16][CH:17]=[CH:18][C:12]=3[NH:11][C:10](=[O:19])[CH2:9]2)=[O:7])=[CH:4][CH:3]=1.[H-].[Na+].[C:24]([C:26]1[CH:33]=[CH:32][C:29]([CH2:30]Br)=[CH:28][CH:27]=1)#[N:25].C(OCC)(=O)C>CN(C=O)C>[Cl:1][C:2]1[CH:21]=[CH:20][C:5]([C:6]([N:8]2[CH2:14][C:13]3[CH:15]=[CH:16][CH:17]=[CH:18][C:12]=3[N:11]([CH2:30][C:29]3[CH:32]=[CH:33][C:26]([C:24]#[N:25])=[CH:27][CH:28]=3)[C:10](=[O:19])[CH2:9]2)=[O:7])=[CH:4][CH:3]=1 |f:1.2|. Reactants: C(#N)C1=CC=C(C=C1)N=NC1=CC=C(OCC(=O)OCC)C=C1 (ethyl 2-[4-(4-cyanophenylazo)phenoxy]-ethanoate), [N+](=O)([O-])C1=CC=C(C=C1)N=NC1=CC=C(C=C1)O (4-(4-nitrophenylazo)phenol), BrCC(=O)OCC (ethyl bromoacetate). Yields the product [N+](=O)([O-])C1=CC=C(C=C1)N=NC1=CC=C(OCC(=O)OCC)C=C1 (Ethyl 2-[4-(4-nitrophenylazo)phenoxy]-ethanoate). RXN SMILES: C([C:3]1[CH:8]=[CH:7][C:6]([N:9]=[N:10][C:11]2[CH:23]=[CH:22][C:14]([O:15][CH2:16][C:17]([O:19][CH2:20][CH3:21])=[O:18])=[CH:13][CH:12]=2)=[CH:5][CH:4]=1)#N.[N+:24](C1C=CC(N=NC2C=CC(O)=CC=2)=CC=1)([O-:26])=[O:25].BrCC(OCC)=O>>[N+:24]([C:3]1[CH:8]=[CH:7][C:6]([N:9]=[N:10][C:11]2[CH:23]=[CH:22][C:14]([O:15][CH2:16][C:17]([O:19][CH2:20][CH3:21])=[O:18])=[CH:13][CH:12]=2)=[CH:5][CH:4]=1)([O-:26])=[O:25]. Reported procedure: Ethyl 2-[4-(4-nitrophenylazo)phenoxy]-ethanoate was prepared in a manner similar to ethyl 2-[4-(4-cyanophenylazo)phenoxy]-ethanoate starting from 4-(4-nitrophenylazo)phenol and ethyl bromoacetate. The reactants are CN(C)S(=O)(=O)C1=C(C(=CC=C1)C(=O)OC)CS(=O)(=O)Cl (2-[(N,N-Dimethylamino)sulfonyl]-6-(methoxycarbonyl)phenylmethanesulfonyl chloride), [OH-].[NH4+] (ammonium hydroxide). The solvent is O1CCCC1 (tetrahydrofuran). Yields the product CN(C)S(=O)(=O)C1=C(C(=CC=C1)C(=O)OC)CS(=O)(=O)N (2-[(N,N-dimethylamino)sulfonyl]-6-(methoxycarbonyl)phenylmethanesulfonamide). As a reaction SMILES: [CH3:1][N:2]([S:4]([C:7]1[CH:12]=[CH:11][CH:10]=[C:9]([C:13]([O:15][CH3:16])=[O:14])[C:8]=1[CH2:17][S:18](Cl)(=[O:20])=[O:19])(=[O:6])=[O:5])[CH3:3].[OH-].[NH4+:23]>O1CCCC1>[CH3:1][N:2]([S:4]([C:7]1[CH:12]=[CH:11][CH:10]=[C:9]([C:13]([O:15][CH3:16])=[O:14])[C:8]=1[CH2:17][S:18]([NH2:23])(=[O:20])=[O:19])(=[O:6])=[O:5])[CH3:3] |f:1.2|. Reported procedure: A solution of the crude sulfonyl chloride from Example 13 in 150 ml of tetrahydrofuran was cooled to 0° and treated with 7.3 ml of concentrated aqueous ammonium hydroxide. The resulting suspension was allowed to warm to room temperature. Removal of the solvent in vacuo gave an oily residue which was triturated with 300 ml water. The precipitate was collected by filtration, washed with n-butyl chloride and dried to yield 9.3 g of 2-[(N,N-dimethylamino)sulfonyl]-6-(methoxycarbonyl)phenylmethanesul...